This data is from the Open Reaction Database (ORD), a public repository of structured organic reaction records. The task is: describe an organic reaction: reactants, conditions, products, and yield The reactants are ClC1=C(C(=CC(=C1)C(F)(F)F)Cl)N1N=CC(=C1C(=O)O)C#N (1-(2,6-dichloro-4-trifluoromethylphenyl)-4-cyano-1H-5-pyrazolylcarboxylic acid), S(=O)(Cl)Cl (thionyl chloride). Run in Petroleum ether. The product is ClC1=C(C(=CC(=C1)C(F)(F)F)Cl)N1N=CC(=C1C(=O)Cl)C#N (1-(2,6-dichloro-4-trifluoromethylphenyl)-4-cyano-1H-5-pyrazolylcarboxylic acid chloride). Isolated yield 58.5%. Reaction SMILES: [Cl:1][C:2]1[CH:7]=[C:6]([C:8]([F:11])([F:10])[F:9])[CH:5]=[C:4]([Cl:12])[C:3]=1[N:13]1[C:17]([C:18]([OH:20])=O)=[C:16]([C:21]#[N:22])[CH:15]=[N:14]1.S(Cl)([Cl:25])=O>>[Cl:1][C:2]1[CH:7]=[C:6]([C:8]([F:9])([F:11])[F:10])[CH:5]=[C:4]([Cl:12])[C:3]=1[N:13]1[C:17]([C:18]([Cl:25])=[O:20])=[C:16]([C:21]#[N:22])[CH:15]=[N:14]1. Procedure details: A slurry of 12.0 g (0.0343 mole) of 1-(2,6-dichloro-4-trifluoromethylphenyl)-4-cyano-1H-5-pyrazolylcarboxylic acid in 30 mL (49 g, 0.41 mole) of thionyl chloride was heated at gentle reflux for approximately 62 hours, after which it had become a dark solution. This solution was cooled, and the excess thionyl chloride was evaporated under reduced pressure, leaving a residue. Petroleum ether was added to this residue, causing a precipitate, which, upon filtration, yielded 7.4 g of 1-(2,6-dichloro-...